This data is from the Open Reaction Database (ORD), a public repository of structured organic reaction records. The task is: describe an organic reaction: reactants, conditions, products, and yield The reactants are O=C([O-])[O-], CCC(C)=O, Clc1ccc(CN2CCNCC2)cc1, [K+], [K+], OCCCl. The product is ClCCN1CCN(Cc2ccc(Cl)cc2)CC1. Reaction SMILES: [C:15](=[O:16])([O-:17])[O-:18].[CH3:25][C:26](=[O:27])[CH2:28][CH3:29].[Cl:1][c:2]1[cH:3][cH:4][c:5]([CH2:6][N:7]2[CH2:8][CH2:9][NH:10][CH2:11][CH2:12]2)[cH:13][cH:14]1.[K+:19].[K+:20].[OH:21][CH2:22][CH2:23][Cl:24]>>[Cl:1][c:2]1[cH:3][cH:4][c:5]([CH2:6][N:7]2[CH2:8][CH2:9][N:10]([CH2:22][CH2:23][Cl:24])[CH2:11][CH2:12]2)[cH:13][cH:14]1. The reactants are BrC=1C(=C(C=CC1)S(=O)(=O)Cl)C (3-Bromo-2-methylbenzene-1-sulfonyl chloride), C12(CC3CC(CC(C1)C3)C2)N (1-adamantanamine), C(C)(C)N(CC)C(C)C (Diisopropylethylamine). The solvent is C(C)(=O)OCC (ethyl acetate), ClCCl (dichloromethane). Conditions: time 16 hour. The product is BrC=1C(=C(C=CC1)S(=O)(=O)NC12CC3CC(CC(C1)C3)C2)C (3-bromo-2-methyl-N-(tricyclo[3.3.1.13,7]dec-1-yl)benzenesulfonamide). As a reaction SMILES: [Br:1][C:2]1[C:3]([CH3:12])=[C:4]([S:8](Cl)(=[O:10])=[O:9])[CH:5]=[CH:6][CH:7]=1.[C:13]12([NH2:23])[CH2:22][CH:17]3[CH2:18][CH:19]([CH2:21][CH:15]([CH2:16]3)[CH2:14]1)[CH2:20]2.C(N(C(C)C)CC)(C)C>ClCCl.C(OCC)(=O)C>[Br:1][C:2]1[C:3]([CH3:12])=[C:4]([S:8]([NH:23][C:13]23[CH2:14][CH:15]4[CH2:21][CH:19]([CH2:18][CH:17]([CH2:16]4)[CH2:22]2)[CH2:20]3)(=[O:10])=[O:9])[CH:5]=[CH:6][CH:7]=1. Procedure: 3-Bromo-2-methylbenzene-1-sulfonyl chloride (300 mg) and 1-adamantanamine (185 mg) were dissolved in dichloromethane (4 mL). Diisopropylethylamine (432 mg) was added, and the solution was stirred at room temperature for 16 hours. The solution was diluted with 70% ethyl acetate (hexanes), washed three times with 1 M aqueous HCl, washed with brine, and dried over anhydrous sodium sulfate. After filtration, the solvent was removed to yield the product.